Task: describe an organic reaction: reactants, conditions, products, and yield. Dataset: the Open Reaction Database (ORD), a public repository of structured organic reaction records Reactants: O=[O+][O-] (Ozone), CC=1OC2=C(C=CC=C2C(C1)=O)\C=C\C (2-methyl-8-[(1E)-prop-1-en-1-yl]-4H-chromen-4-one), CSC (Dimethyl sulfide). Run in ClCCl (dichloromethane). Conditions: temperature -60 celsius. Yields the product CC=1OC2=C(C=CC=C2C(C1)=O)C=O (2-Methyl-4-oxo-4H-chromene-8-carbaldehyde). RXN SMILES: [CH3:1][C:2]1[O:3][C:4]2[C:9]([C:10](=[O:12])[CH:11]=1)=[CH:8][CH:7]=[CH:6][C:5]=2/[CH:13]=C/C.[O:16]=[O+][O-].CSC>ClCCl>[CH3:1][C:2]1[O:3][C:4]2[C:9]([C:10](=[O:12])[CH:11]=1)=[CH:8][CH:7]=[CH:6][C:5]=2[CH:13]=[O:16]. Procedure details: 18.5 g (62.8 mmol) of 2-methyl-8-[(1E)-prop-1-en-1-yl]-4H-chromen-4-one are dissolved in 400 ml of dichloromethane and cooled to −60° C. Ozone is passed into the reaction solution for 30 min. Dimethyl sulfide is then added to the reaction mixture. After warming to room temperature, the solvent is removed in vacuo, and the residue is slurried in a little methanol. The solid remaining after filtration is recrystallized from diethyl ether. 9.1 g (77.4% of theory) of the title compound are obtained. Starting materials: C1CCOC1, Cl, NO, [Na+], [Na+], O=C([O-])[O-], O=CC1COC2(CCCCC2)O1. Yields the product ON=CC1COC2(CCCCC2)O1. As a reaction SMILES: [CH2:22]1[O:23][CH2:24][CH2:25][CH2:26]1.[ClH:1].[NH2:2][OH:3].[Na+:4].[Na+:5].[O-:6][C:7](=[O:8])[O-:9].[O:10]1[CH:11]([CH:20]=[O:21])[CH2:12][O:13][C:14]12[CH2:15][CH2:16][CH2:17][CH2:18][CH2:19]2>>[N:2]([OH:3])=[CH:20][CH:11]1[O:10][C:14]2([O:13][CH2:12]1)[CH2:15][CH2:16][CH2:17][CH2:18][CH2:19]2. Starting materials: S1C(=CC=C1)CCN (2-(2-thienyl)ethylamine), Cl (hydrochloric acid), [N+](=O)([O-])C=CC=1SC=CC1 (2-(2-nitrovinyl)thiophene), C=O (formaldehyde). Yields the product S1C=CC=2CNCCC21 (4,5,6,7-tetrahydrothieno[3,2,c]pyridine). As a reaction SMILES: [S:1]1[CH:5]=[CH:4][CH:3]=[C:2]1[CH2:6][CH2:7][NH2:8].[N+]([CH:12]=CC1SC=CC=1)([O-])=O.C=O.Cl>>[S:1]1[C:2]2[CH2:6][CH2:7][NH:8][CH2:12][C:3]=2[CH:4]=[CH:5]1. Procedure: U.S. Pat. No. 4,906,756 to Lodewijk et al. proposes the reaction of 2-(2-thienyl)ethylamine, prepared from 2-(2-nitrovinyl)thiophene, with formaldehyde to produce the formimine, cyclizing the formimine with hydrochloric acid to produce 4,5,6,7-tetrahydrothieno[3,2,c]pyridine, and converting this compound to ticlopidine free base by reaction with o-chlorobenzylchloride. The free base is then converted to ticlopidine hydrochloride. The reactants are COC1=CC=C(C=C1)NN (4-methoxyphenyl hydrazine), C1(CC(CCC1)=O)=O (1,3 cyclohexanedione). Solvent: C1(=CC=CC=C1)C (toluene). Product: COC=1C=C2C=3C(CCCC3NC2=CC1)=O (6-Methoxy-1,2,3,9-tetrahydro-4H-carbazol-4-one). Yield: 65.5%. Reaction SMILES: [CH3:1][O:2][C:3]1[CH:8]=[CH:7][C:6]([NH:9]N)=[CH:5][CH:4]=1.[C:11]1(=O)[CH2:16][CH2:15][CH2:14][C:13](=[O:17])[CH2:12]1>C1(C)C=CC=CC=1>[CH3:1][O:2][C:3]1[CH:8]=[C:7]2[C:6](=[CH:5][CH:4]=1)[NH:9][C:11]1[CH2:16][CH2:15][CH2:14][C:13](=[O:17])[C:12]2=1. Reported procedure: To a mixture of 4-methoxyphenyl hydrazine (0.359 g, 2.06 mmol) in toluene (30 mL) is added 1,3 cyclohexanedione (0.231 g, 2.06 mmol). The mixture is refluxed for 30 minutes. The toluene is removed under reduced pressure and the residue triturated in CH2Cl2: CH3OH (95:5). A white solid is filtered to give 0.2903 g (65%) of the title compound; IR (drift) 3160, 3141, 3114, 3064, 1619, 1588, 1474, 1434, 1277, 1215, 1140, 1015, 844, 802, 791 cm−1. MS (ESI+) for C13H13N1O2 m/z 216 (M+H)+. 1H NMR (DMSO...